Dataset: the Open Reaction Database (ORD), a public repository of structured organic reaction records. Task: describe an organic reaction: reactants, conditions, products, and yield Starting materials: CC1(C=2C=CC(=CC2C(CC1)(C)C)\C=C/CO)C ((Z)-3-(5,5,8,8-tetramethyl-5,6,7,8-tetrahydro-naphthalen-2-yl)-prop-2-en-1-ol), C(I)I (CH2I2). Reagents/catalysts: [Zn] (Zn), Cl[Cu] (CuCl). Solvent: CCOCC (EtOEt), CCOCC (EtOEt). The product is CC1(C=2C=CC(=CC2C(CC1)(C)C)C1C(C1)CO)C ((1RS,2SR)-2-(5,5,8,8-tetramethyl-5,6,7,8-tetrahydro-naphthalen-2-yl)-cyclopropylmethanol). As a reaction SMILES: [CH3:1][C:2]1([CH3:18])[CH2:11][CH2:10][C:9]([CH3:13])([CH3:12])[C:8]2[CH:7]=[C:6](/[CH:14]=[CH:15]\[CH2:16][OH:17])[CH:5]=[CH:4][C:3]1=2.[CH2:19](I)I>CCOCC.[Zn].Cl[Cu]>[CH3:1][C:2]1([CH3:18])[CH2:11][CH2:10][C:9]([CH3:12])([CH3:13])[C:8]2[CH:7]=[C:6]([CH:14]3[CH2:19][CH:15]3[CH2:16][OH:17])[CH:5]=[CH:4][C:3]1=2. Procedure details: 12.5 g of Zn-dust (activated by washing with HCl, H2O, EtOH, acetone, and EtOEt) and 1.89 g of freshly purified CuCl were refluxed in 120 ml of abs. EtOEt for 20 minutes. After cooling, 18.0 g of (Z)-3-(5,5,8,8-tetramethyl-5,6,7,8-tetrahydro-naphthalen-2-yl)-prop-2-en-1-ol, dissolved in 40 ml of EtOEt, were added, followed by 15.2 ml of CH2I2. The mixture was kept under reflux for 16 hours. Afterwards, it was poured onto crashed ice, extracted with EtOEt, washed with H2O, and dried over Na2SO4. ... Starting materials: Oc1ccc2cc(Br)ccc2c1, [Cl-], [Cl-], [Cl-], [Cl-], O=C1CCC(=O)N1Cl, ClCCl, [Zr+4]. The product is Oc1ccc2cc(Br)ccc2c1Cl. RXN SMILES: [Br:9][c:10]1[cH:11][c:12]2[cH:13][cH:14][c:15]([OH:20])[cH:16][c:17]2[cH:18][cH:19]1.[Cl-:21].[Cl-:23].[Cl-:24].[Cl-:25].[Cl:1][N:2]1[C:3](=[O:4])[CH2:5][CH2:6][C:7]1=[O:8].[Cl:26][CH2:27][Cl:28].[Zr+4:22]>>[Cl:1][c:16]1[c:15]([OH:20])[cH:14][cH:13][c:12]2[cH:11][c:10]([Br:9])[cH:19][cH:18][c:17]21. Starting materials: BrC=1C=C(C(=NC1)Cl)C(=O)Cl (5-bromo-2-chloro-3-pyridinecarbonyl chloride), NC=1C(=NC(=CC1)Cl)NCC (3-amino-6-chloro-2-(ethylamino)pyridine), O (Water), C(=O)(O)[O-].[Na+] (NaHCO3). The solvent is CC#N (MeCN), CC#N (MeCN). Conditions: time 1 hour. Yields the product BrC=1C=C(C(=NC1)Cl)C(=O)NC=1C(=NC(=CC1)Cl)NCC (5-Bromo-2-chloro-N-{2-(ethylamino)-6-chloro-3-pyridinyl}-3 pyridinecarboxamide). Yield: 75.1%. As a reaction SMILES: [Br:1][C:2]1[CH:3]=[C:4]([C:9](Cl)=[O:10])[C:5]([Cl:8])=[N:6][CH:7]=1.[NH2:12][C:13]1[C:14]([NH:20][CH2:21][CH3:22])=[N:15][C:16]([Cl:19])=[CH:17][CH:18]=1.C([O-])(O)=O.[Na+].O>CC#N>[Br:1][C:2]1[CH:3]=[C:4]([C:9]([NH:12][C:13]2[C:14]([NH:20][CH2:21][CH3:22])=[N:15][C:16]([Cl:19])=[CH:17][CH:18]=2)=[O:10])[C:5]([Cl:8])=[N:6][CH:7]=1 |f:2.3|. Procedure: A solution of 5-bromo-2-chloro-3-pyridinecarbonyl chloride (30.0 g, 97.0 mmol) in MeCN (100 mL) was added via cannula to a solution of 3-amino-6-chloro-2-(ethylamino)pyridine (16.6 g, 97.0 mmol) in MeCN (180 mL) containing solid NaHCO3 (14.2 g, 169 mmol) at room temperature. The mixture was stirred at room temperature for 1 h. Water (200 mL) was added and the mixture was stirred for 10 min. The resulting suspension was filtered. The solid was washed with Et2O (50 mL) and concentrated from pyridi... The reactants are O=C(C1CC1)N1CCC(Cc2n[nH]c(=O)n2-c2ccc(Br)cc2)C1, O=C([O-])[O-], C1COCCO1, CC1(C)OB(c2ccc3occc3c2)OC1(C)C, [K+], [K+]. Product: O=C(C1CC1)N1CCC(Cc2n[nH]c(=O)n2-c2ccc(-c3ccc4occc4c3)cc2)C1. Reaction SMILES: [Br:1][c:2]1[cH:3][cH:4][c:5](-[n:8]2[c:9](=[O:24])[nH:10][n:11][c:12]2[CH2:13][CH:14]2[CH2:15][N:16]([C:19](=[O:20])[CH:21]3[CH2:22][CH2:23]3)[CH2:17][CH2:18]2)[cH:6][cH:7]1.[C:43](=[O:44])([O-:45])[O-:46].[CH2:49]1[O:50][CH2:51][CH2:52][O:53][CH2:54]1.[CH3:25][C:26]1([CH3:27])[C:28]([CH3:29])([CH3:30])[O:31][B:32]([c:33]2[cH:34][cH:35][c:36]3[c:37]([cH:38][cH:39][o:40]3)[cH:41]2)[O:42]1.[K+:47].[K+:48]>>[c:2]1(-[c:33]2[cH:34][cH:35][c:36]3[c:37]([cH:38][cH:39][o:40]3)[cH:41]2)[cH:3][cH:4][c:5](-[n:8]2[c:9](=[O:24])[nH:10][n:11][c:12]2[CH2:13][CH:14]2[CH2:15][N:16]([C:19](=[O:20])[CH:21]3[CH2:22][CH2:23]3)[CH2:17][CH2:18]2)[cH:6][cH:7]1. Starting materials: [Br-], Oc1ccc(CCc2c(Cc3ccccc3)sc3ccccc23)cc1, O=C(O)c1ccc(S(=O)(=O)Cl)cc1O, [K+]. Yields the product O=C(O)c1ccc(S(=O)(=O)Oc2ccc(CCc3c(Cc4ccccc4)sc4ccccc34)cc2)cc1O. As a reaction SMILES: [Br-:40].[CH2:1]([c:2]1[cH:3][cH:4][cH:5][cH:6][cH:7]1)[c:8]1[c:9]([CH2:17][CH2:18][c:19]2[cH:20][cH:21][c:22]([OH:25])[cH:23][cH:24]2)[c:10]2[c:11]([s:12]1)[cH:13][cH:14][cH:15][cH:16]2.[Cl:26][S:27](=[O:28])(=[O:29])[c:30]1[cH:31][c:32]([OH:39])[c:33]([C:34](=[O:35])[OH:36])[cH:37][cH:38]1.[K+:41]>>[CH2:1]([c:2]1[cH:3][cH:4][cH:5][cH:6][cH:7]1)[c:8]1[c:9]([CH2:17][CH2:18][c:19]2[cH:20][cH:21][c:22]([O:25][S:27](=[O:28])(=[O:29])[c:30]3[cH:31][c:32]([OH:39])[c:33]([C:34](=[O:35])[OH:36])[cH:37][cH:38]3)[cH:23][cH:24]2)[c:10]2[c:11]([s:12]1)[cH:13][cH:14][cH:15][cH:16]2.